Dataset: the Open Reaction Database (ORD), a public repository of structured organic reaction records. Task: describe an organic reaction: reactants, conditions, products, and yield Starting materials: COC(C1=CC(=CC(=C1)N1S(CCCC1)(=O)=O)Br)=O (3-bromo-5-(1,1-dioxo-1λ6-[1,2]thiazinan-2-yl)-benzoic acid methyl ester), C(=C)OCCCC (1-(vinyloxy)butane), C1=CC=C(C=C1)P(CCCP(C2=CC=CC=C2)C3=CC=CC=C3)C4=CC=CC=C4 (DPPP), C([O-])([O-])=O.[K+].[K+] (potassium carbonate), Cl (HCl). The reagents and catalysts are C(C)(=O)[O-].[Pd+2].C(C)(=O)[O-] (palladium acetate). Solvent: CN(C)C=O (DMF), O (H2O). Conditions: temperature 122 celsius. Product: COC(C1=CC(=CC(=C1)N1S(CCCC1)(=O)=O)C(C)=O)=O (3-acetyl-5-(1,1-dioxo-1λ6-[1,2]thiazinan-2-yl)-benzoic acid methyl ester). The yield is 44.6%. RXN SMILES: [CH3:1][O:2][C:3](=[O:19])[C:4]1[CH:9]=[C:8]([N:10]2[CH2:15][CH2:14][CH2:13][CH2:12][S:11]2(=[O:17])=[O:16])[CH:7]=[C:6](Br)[CH:5]=1.[CH:20]([O:22]CCCC)=[CH2:21].C1C=CC(P(C2C=CC=CC=2)CCCP(C2C=CC=CC=2)C2C=CC=CC=2)=CC=1.C(=O)([O-])[O-].[K+].[K+].Cl>CN(C=O)C.O.C([O-])(=O)C.[Pd+2].C([O-])(=O)C>[CH3:1][O:2][C:3](=[O:19])[C:4]1[CH:9]=[C:8]([N:10]2[CH2:15][CH2:14][CH2:13][CH2:12][S:11]2(=[O:17])=[O:16])[CH:7]=[C:6]([C:20](=[O:22])[CH3:21])[CH:5]=1 |f:3.4.5,9.10.11|. Reported procedure: A mixture of 3-bromo-5-(1,1-dioxo-1λ6-[1,2]thiazinan-2-yl)-benzoic acid methyl ester (500 mg, 1.44 mmol), 1-(vinyloxy)butane (288.6 mg, 0.37 mL, 2.88 mmol), palladium acetate (9.6 mg, 0.043 mmol), DPPP (39.2 mg, 0.095 mmol) and potassium carbonate (238.5 mg, 1.73 mmol) in DMF (3.8 mL) and H2O (0.45 mL) in a Smith process vial was heated at 122° C. in microwave for 3 h. The reaction mixture was cooled down to room temperature and hydrolyzed by addition of 5% HCl (6 mL) slowly. The reaction mixtur... Product: Cl.Cl.Cl.C(C)(C)NCCOC=1C=CC2=CC3=CC=C(C=C3N=C2C1)OCCNC(C)C (3,6-bis(2-isopropylaminoethoxy)acridine trihydrochloride). Reported procedure: The compound is prepared from 3,6-bis(2-chloroethoxy)acridine hydrochloride and isopropylamine as described in Example 15, giving 1.1 g. of the desired product as yellow crystals, m.p. 232°-234° C. Reaction SMILES: [ClH:1].[Cl:2][CH2:3][CH2:4][O:5][C:6]1[CH:7]=[CH:8][C:9]2[C:18]([CH:19]=1)=[N:17][C:16]1[C:11](=[CH:12][CH:13]=[C:14]([O:20][CH2:21][CH2:22]Cl)[CH:15]=1)[CH:10]=2.[CH:24]([NH2:27])([CH3:26])[CH3:25]>>[ClH:2].[ClH:1].[ClH:2].[CH:24]([NH:27][CH2:3][CH2:4][O:5][C:6]1[CH:7]=[CH:8][C:9]2[C:18]([CH:19]=1)=[N:17][C:16]1[C:11](=[CH:12][CH:13]=[C:14]([O:20][CH2:21][CH2:22][NH:17][CH:16]([CH3:11])[CH3:15])[CH:15]=1)[CH:10]=2)([CH3:26])[CH3:25] |f:0.1,3.4.5.6|. Starting materials: Cl.ClCCOC=1C=CC2=CC3=CC=C(C=C3N=C2C1)OCCCl (3,6-bis(2-chloroethoxy)acridine hydrochloride), C(C)(C)N (isopropylamine). Starting materials: FC1=CC=C(C=C1)C(=C(C=O)C1=NN=NN1C)C1=CC=C(C=C1)F (3,3-bis(4-fluorophenyl)-2-(1-methyl-1H-tetrazol-5-yl)-2-propenal), FC1=CC=C(C=C1)C(=C(C=O)C=1N=NN(N1)C)C1=CC=C(C=C1)F (3,3-bis(4-fluorophenyl)-2-(2-methyl-2H-tetrazol-5-yl)-2-propenal), C1(=CC=CC=C1)P(C1=CC=CC=C1)(C1=CC=CC=C1)=CC=O (triphenylphosphoranylidene acetaldehyde). The product is FC1=CC=C(C=C1)C(=C(C=CC=O)C=1N=NN(N1)C)C1=CC=C(C=C1)F (5,5-Bis(4-fluorophenyl)-4-(2-methyl-2H-tetrazol-5-yl)-2,4-pentadienal). Yield: 90.5%. RXN SMILES: FC1C=CC(C(C2C=CC(F)=CC=2)=[C:9](C2N(C)N=NN=2)[CH:10]=[O:11])=CC=1.[F:25][C:26]1[CH:31]=[CH:30][C:29]([C:32]([C:42]2[CH:47]=[CH:46][C:45]([F:48])=[CH:44][CH:43]=2)=[C:33]([C:36]2[N:37]=[N:38][N:39]([CH3:41])[N:40]=2)[CH:34]=O)=[CH:28][CH:27]=1.C1(P(=CC=O)(C2C=CC=CC=2)C2C=CC=CC=2)C=CC=CC=1>>[F:48][C:45]1[CH:46]=[CH:47][C:42]([C:32]([C:29]2[CH:28]=[CH:27][C:26]([F:25])=[CH:31][CH:30]=2)=[C:33]([C:36]2[N:37]=[N:38][N:39]([CH3:41])[N:40]=2)[CH:34]=[CH:9][CH:10]=[O:11])=[CH:43][CH:44]=1. Reported procedure: The general procedure of Example 8 was repeated, except that the 3,3-bis(4-fluorophenyl)-2-(1-methyl-1H-tetrazol-5-yl)-2-propenal utilized therein was replaced by 0.67 g (21.0 mmoles) of 3,3-bis(4-fluorophenyl)-2-(2-methyl-2H-tetrazol-5-yl)-2-propenal [prepared in Example 7]. The reaction was carried out with 0.64 g (21.0 mmoles) of triphenylphosphoranylidene acetaldehyde to yield 0.66 g (90.5%) of the title compound. Starting materials: CC(=O)O, O=[N+]([O-])O, Oc1ccccc1-c1ccccc1. Yields the product O=[N+]([O-])c1cccc(-c2ccccc2)c1O. As a reaction SMILES: [CH3:18][C:19](=[O:20])[OH:21].[OH:14][N+:15]([O-:16])=[O:17].[OH:1][c:2]1[c:3](-[c:8]2[cH:9][cH:10][cH:11][cH:12][cH:13]2)[cH:4][cH:5][cH:6][cH:7]1>>[OH:1][c:2]1[c:3](-[c:8]2[cH:9][cH:10][cH:11][cH:12][cH:13]2)[cH:4][cH:5][cH:6][c:7]1[N+:15](=[O:14])[O-:16]. Reactants: BrC=1C=C(C=CC1)NC(C1=CC=C(C=C1)CN1CCCCC1)=O (N-(3-bromophenyl)-4-(piperidin-1-ylmethyl)benzamide), ClC=1C(=C(C=CC1)C1=NC(=NC=C1)N)F (4-(3-chloro-2-fluorophenyl)pyrimidin-2-amine), CC1(C2=C(C(=CC=C2)P(C3=CC=CC=C3)C4=CC=CC=C4)OC5=C(C=CC=C51)P(C6=CC=CC=C6)C7=CC=CC=C7)C (Xantphos). The reagents and catalysts are C=1C=CC(=CC1)/C=C/C(=O)/C=C/C2=CC=CC=C2.C=1C=CC(=CC1)/C=C/C(=O)/C=C/C2=CC=CC=C2.C=1C=CC(=CC1)/C=C/C(=O)/C=C/C2=CC=CC=C2.[Pd].[Pd] (Pd2(dba)3). Solvent: C1(=CC=CC=C1)C (toluene), CN(C)C=O (DMF). Conditions: temperature 150 celsius. Yields the product ClC=1C(=C(C=CC1)C1=NC(=NC=C1)NC=1C=C(C=CC1)NC(C1=CC=C(C=C1)CN1CCCCC1)=O)F (N-(3-(4-(3-Chloro-2-fluorophenyl)pyrimidin-2-ylamino)phenyl)-4-(piperidin-1-ylmethyl)benzamide). As a reaction SMILES: Br[C:2]1[CH:3]=[C:4]([NH:8][C:9](=[O:23])[C:10]2[CH:15]=[CH:14][C:13]([CH2:16][N:17]3[CH2:22][CH2:21][CH2:20][CH2:19][CH2:18]3)=[CH:12][CH:11]=2)[CH:5]=[CH:6][CH:7]=1.[Cl:24][C:25]1[C:26]([F:38])=[C:27]([C:31]2[CH:36]=[CH:35][N:34]=[C:33]([NH2:37])[N:32]=2)[CH:28]=[CH:29][CH:30]=1.CC1(C)C2C(=C(P(C3C=CC=CC=3)C3C=CC=CC=3)C=CC=2)OC2C(P(C3C=CC=CC=3)C3C=CC=CC=3)=CC=CC1=2>C1(C)C=CC=CC=1.CN(C=O)C.C1C=CC(/C=C/C(/C=C/C2C=CC=CC=2)=O)=CC=1.C1C=CC(/C=C/C(/C=C/C2C=CC=CC=2)=O)=CC=1.C1C=CC(/C=C/C(/C=C/C2C=CC=CC=2)=O)=CC=1.[Pd].[Pd]>[Cl:24][C:25]1[C:26]([F:38])=[C:27]([C:31]2[CH:36]=[CH:35][N:34]=[C:33]([NH:37][C:2]3[CH:3]=[C:4]([NH:8][C:9](=[O:23])[C:10]4[CH:15]=[CH:14][C:13]([CH2:16][N:17]5[CH2:22][CH2:21][CH2:20][CH2:19][CH2:18]5)=[CH:12][CH:11]=4)[CH:5]=[CH:6][CH:7]=3)[N:32]=2)[CH:28]=[CH:29][CH:30]=1 |f:5.6.7.8.9|. Reported procedure: A mixture of N-(3-bromophenyl)-4-(piperidin-1-ylmethyl)benzamide (20 mg, 0.054 mmol) and 4-(3-chloro-2-fluorophenyl)pyrimidin-2-amine (18 mg, 0.080 mmol), KOBut (12 mg, 0.11 mmol), Pd2(dba)3 (2.5 mg, 0.027 mmol) and Xantphos (2.5 mg, 0.043 mmol) in a microwave reaction vessel was suspended in 0.6 mL of toluene. The reaction mixture was heated in a microwave at 150° C. for 1 h. After cooling, the mixture was diluted with DMF, and then filtered with a 0.45 μm microfilter. The obtained filtrate was... Reaction SMILES: [CH3:12][C:13](=[O:14])[Cl:15].[CH3:16][OH:17].[Cl:1][c:2]1[c:3]([NH2:11])[cH:4][c:5]([C:6](=[O:7])[OH:8])[cH:9][cH:10]1>>[Cl:1][c:2]1[c:3]([NH2:11])[cH:4][c:5]([C:6](=[O:7])[O:8][CH3:12])[cH:9][cH:10]1. Starting materials: CC(=O)Cl, CO, Nc1cc(C(=O)O)ccc1Cl. Yields the product COC(=O)c1ccc(Cl)c(N)c1.